From a dataset of the Open Reaction Database (ORD), a public repository of structured organic reaction records. describe an organic reaction: reactants, conditions, products, and yield The reactants are [H-].[Al+3].[Li+].[H-].[H-].[H-] (lithium aluminum hydride), OC1=C(C2=CC=C(C=C2C=C1)OC)C(=O)C1=CC=C(C=C1)OCCN1CCCCC1 ((2-hydroxy-6-methoxy-naphthalen-1-yl)-[4-(2-piperidin-1-yl-ethoxy)-phenyl]-methanone), Cl (hydrochloric acid). Run in O (water), O1CCCC1 (tetrahydrofuran). Yields the product OC(C1=C(C=CC2=CC(=CC=C12)OC)O)C1=CC=C(C=C1)OCCN1CCCCC1 (1-{hydroxy-[4-(2-piperidin-1-yl-ethoxy)-phenyl]-methyl}-6-methoxy-naphthalen-2-ol). As a reaction SMILES: [OH:1][C:2]1[CH:11]=[CH:10][C:9]2[C:4](=[CH:5][CH:6]=[C:7]([O:12][CH3:13])[CH:8]=2)[C:3]=1[C:14]([C:16]1[CH:21]=[CH:20][C:19]([O:22][CH2:23][CH2:24][N:25]2[CH2:30][CH2:29][CH2:28][CH2:27][CH2:26]2)=[CH:18][CH:17]=1)=[O:15].[H-].[Al+3].[Li+].[H-].[H-].[H-].Cl>O1CCCC1.O>[OH:15][CH:14]([C:16]1[CH:21]=[CH:20][C:19]([O:22][CH2:23][CH2:24][N:25]2[CH2:26][CH2:27][CH2:28][CH2:29][CH2:30]2)=[CH:18][CH:17]=1)[C:3]1[C:4]2[C:9](=[CH:8][C:7]([O:12][CH3:13])=[CH:6][CH:5]=2)[CH:10]=[CH:11][C:2]=1[OH:1] |f:1.2.3.4.5.6|. Reported procedure: Dissolve (2-hydroxy-6-methoxy-naphthalen-1-yl)-[4-(2-piperidin-1-yl-ethoxy)-phenyl]-methanone (12 g, 29.6 mmol) in tetrahydrofuran (200 Add lithium aluminum hydride (3.0 g, 78.0 mmol) and heat the reaction to reflux. Allow to cool to room temperature and add ice. Adjust the pH of the mixture to 7 with 5 M hydrochloric acid. Dilute with water (500 mL). Wash the mixture four times with dichloromethane (500 mL each wash). Combine the organics, dry over sodium sulfate, decant, and concentrate in vac... Starting materials: O=S(=O)(Cl)c1ccccc1Cl, COc1cccc(F)c1C(=O)c1ncc(Cl)cc1N. Product: COc1cccc(F)c1C(=O)c1ncc(Cl)cc1NS(=O)(=O)c1ccccc1Cl. As a reaction SMILES: [Cl:20][c:21]1[c:22]([S:27](=[O:28])(=[O:29])[Cl:30])[cH:23][cH:24][cH:25][cH:26]1.[NH2:1][c:2]1[c:3]([C:9](=[O:10])[c:11]2[c:12]([F:19])[cH:13][cH:14][cH:15][c:16]2[O:17][CH3:18])[n:4][cH:5][c:6]([Cl:8])[cH:7]1>>[NH:1]([c:2]1[c:3]([C:9](=[O:10])[c:11]2[c:12]([F:19])[cH:13][cH:14][cH:15][c:16]2[O:17][CH3:18])[n:4][cH:5][c:6]([Cl:8])[cH:7]1)[S:27]([c:22]1[c:21]([Cl:20])[cH:26][cH:25][cH:24][cH:23]1)(=[O:28])=[O:29]. The reactants are N[C@@H]1[C@@H](CN(CC1)C=1C=C(C(=O)OCC)C=C(C1)C)OC (ethyl cis(±)-3-(4-amino-3-methoxypiperidin-1-yl)-5-methylbenzoate), C=1C=CC2=C(C1)N=NN2O (HOBT), ClC=1N=C(NC1CC)C(=O)O (4-chloro-5-ethyl-1H-imidazole-2-carboxylic acid), CCN=C=NCCCN(C)C.Cl (WSC hydrochloride). The solvent is CC(=O)N(C)C (DMA), ClCCl (dichloromethane). Yields the product ClC=1N=C(NC1CC)C(=O)N[C@@H]1[C@@H](CN(CC1)C=1C=C(C(=O)OCC)C=C(C1)C)OC (Ethyl cis(±)-3-(4-{[(4-chloro-5-ethyl-1H-imidazol-2-yl)carbonyl]amino}-3-methoxypiperidin-1-yl)-5-methylbenzoate). Yield: 76.4%. RXN SMILES: [NH2:1][C@H:2]1[CH2:7][CH2:6][N:5]([C:8]2[CH:9]=[C:10]([CH:16]=[C:17]([CH3:19])[CH:18]=2)[C:11]([O:13][CH2:14][CH3:15])=[O:12])[CH2:4][C@H:3]1[O:20][CH3:21].[Cl:22][C:23]1[N:24]=[C:25]([C:30](O)=[O:31])[NH:26][C:27]=1[CH2:28][CH3:29].CCN=C=NCCCN(C)C.Cl.C1C=CC2N(O)N=NC=2C=1>CC(N(C)C)=O.ClCCl>[Cl:22][C:23]1[N:24]=[C:25]([C:30]([NH:1][C@H:2]2[CH2:7][CH2:6][N:5]([C:8]3[CH:9]=[C:10]([CH:16]=[C:17]([CH3:19])[CH:18]=3)[C:11]([O:13][CH2:14][CH3:15])=[O:12])[CH2:4][C@H:3]2[O:20][CH3:21])=[O:31])[NH:26][C:27]=1[CH2:28][CH3:29] |f:2.3|. Reported procedure: The same operation as in Example (1g) was performed using ethyl cis(±)-3-(4-amino-3-methoxypiperidin-1-yl)-5-methylbenzoate obtained in Example (259g) (about 0.24 mmol), 4-chloro-5-ethyl-1H-imidazole-2-carboxylic acid obtained in Example (1d) (37 mg, 0.21 mmol), WSC hydrochloride (134 mg, 0.70 mmol), HOBT (47 mg, 0.35 mmol), dichloromethane (1.5 mL) and DMA (1.5 mL), to obtain 72 mg of the title compound as a colorless oily substance (75%). Reactants: C(#N)C=1C=C(C=O)C=CC1 (Meta-cyanobenzaldehyde), FC(C=1C=C(C=CC1Cl)NCC(CC)O)(F)F (1-(3-trifluoromethyl-4-chlorophenylamino)-2-butanol), O (water). The reagents and catalysts are CS(=O)(=O)O (methane sulfonic acid). The solvent is C1(=CC=CC=C1)C (toluene). The product is C(#N)C=1C=C(C=CC1)C1OC(CN1C1=CC(=C(C=C1)Cl)C(F)(F)F)CC (2-m-Cyanophenyl-3-(3-trifluoromethyl-4-chlorophenyl)-5-ethyl oxazolidine). RXN SMILES: [C:1]([C:3]1[CH:4]=[C:5]([CH:8]=[CH:9][CH:10]=1)[CH:6]=[O:7])#[N:2].[F:11][C:12]([F:27])([F:26])[C:13]1[CH:14]=[C:15]([NH:20][CH2:21][CH:22](O)[CH2:23][CH3:24])[CH:16]=[CH:17][C:18]=1[Cl:19].O>C1(C)C=CC=CC=1.CS(O)(=O)=O>[C:1]([C:3]1[CH:4]=[C:5]([CH:6]2[N:20]([C:15]3[CH:16]=[CH:17][C:18]([Cl:19])=[C:13]([C:12]([F:27])([F:11])[F:26])[CH:14]=3)[CH2:21][CH:22]([CH2:23][CH3:24])[O:7]2)[CH:8]=[CH:9][CH:10]=1)#[N:2]. Procedure details: Meta-cyanobenzaldehyde (2.1 g, 0.016 mole) was added to 4.3 g of 1-(3-trifluoromethyl-4-chlorophenylamino)-2-butanol in 50 ml of toluene and 2-3 drops of methane sulfonic acid was added. The mixture was refluxed under a modified Dean-Stark apparatus until no more water came off and the mixture was stripped on a rotary evaporator. Yield was 6 g of product, nD30 1.5774. It was characterized by IR and NMR. The reactants are C1CCOC1, C[Si](C)(C)[N-][Si](C)(C)C, [Cl-], CI, [Li+], COC(=O)Cc1cccc([N+](=O)[O-])c1, [NH4+]. Reaction SMILES: [CH2:29]1[O:30][CH2:31][CH2:32][CH2:33]1.[CH3:1][Si:2]([CH3:3])([CH3:4])[N-:5][Si:6]([CH3:7])([CH3:8])[CH3:9].[Cl-:27].[I:25][CH3:26].[Li+:10].[N+:11](=[O:12])([O-:13])[c:14]1[cH:15][c:16]([CH2:20][C:21](=[O:22])[O:23][CH3:24])[cH:17][cH:18][cH:19]1.[NH4+:28]>>[N+:11](=[O:12])([O-:13])[c:14]1[cH:15][c:16]([CH:20]([C:21](=[O:22])[O:23][CH3:24])[CH3:26])[cH:17][cH:18][cH:19]1. Yields the product COC(=O)C(C)c1cccc([N+](=O)[O-])c1. Reactants: ClC1=C(C(=O)O)C=CC=N1 (2-chloronicotinic acid), CNCCC1=CC=CC=C1 (N-methylphenethylamine), S(=O)(Cl)Cl (thionyl chloride), [S-]C#N.[NH4+] (ammonium thiocyanate). Solvent: CC(=O)C (acetone), CN(C)C=O (DMF), CC(=O)C (acetone). Product: CN(CCC1=CC=CC=C1)C=1SC2=C(C(N1)=O)C=CC=N2 (2-(N-methyl-N-phenethylamino)-4H-pyrido[3,2-e]-1,3-thiazin-4-one). Isolated yield 56.5%. Reaction SMILES: Cl[C:2]1[N:10]=[CH:9][CH:8]=[CH:7][C:3]=1[C:4]([OH:6])=O.S(Cl)(Cl)=O.[S-:15][C:16]#[N:17].[NH4+].[CH3:19][NH:20][CH2:21][CH2:22][C:23]1[CH:28]=[CH:27][CH:26]=[CH:25][CH:24]=1>CC(C)=O.CN(C=O)C>[CH3:19][N:20]([C:16]1[S:15][C:2]2[N:10]=[CH:9][CH:8]=[CH:7][C:3]=2[C:4](=[O:6])[N:17]=1)[CH2:21][CH2:22][C:23]1[CH:28]=[CH:27][CH:26]=[CH:25][CH:24]=1 |f:2.3|. Procedure: The reaction procedure of Example 57 was followed except that 1.792 g (11.37 mmol) of 2-chloronicotinic acid, 15 ml of thionyl chloride, two droplets of DMF, 909 mg of ammonium thiocyanate, 15 ml of acetone, 1.61 g of N-methylphenethylamine and 10 ml of acetone were used. The product was then recrystallized from ethanol to obtain 1.91 g of 2-(N-methyl-N-phenethylamino)-4H-pyrido[3,2-e]-1,3-thiazin-4-one. Reactants: C(C1=CC=CC=C1)(=O)OC[C@H]1OC([C@](C1(C)OC(C)=O)(C)F)N1C(NC(C(=C1)C)=O)=O (((2R,4R)-3-acetoxy-4-fluoro-3,4-dimethyl-5-(5-methyl-2,4-dioxo-3,4-dihydropyrimidin-1(2H)-yl)-tetrahydrofuran-2-yl)methyl benzoate), CO (methanol). Solvent: N (ammonia). Yields the product FC1([C@@H](OC([C@@]1(C)O)CO)N1C(NC(C(=C1)C)=O)=O)C (1-((2R,4R)-3-fluoro-4-hydroxy-5-(hydroxymethyl)-3,4-dimethyl-tetrahydrofuran-2-yl)-5-methylpyrimidine-2,4(1H,3H)-dione). Isolated yield 23.5%. As a reaction SMILES: C([O:9][CH2:10][C@@H:11]1[C:15]([O:17]C(=O)C)([CH3:16])[C@:14]([F:22])([CH3:21])[CH:13]([N:23]2[CH:28]=[C:27]([CH3:29])[C:26](=[O:30])[NH:25][C:24]2=[O:31])[O:12]1)(=O)C1C=CC=CC=1.CO>N>[F:22][C:14]1([CH3:21])[C@@:15]([OH:17])([CH3:16])[CH:11]([CH2:10][OH:9])[O:12][C@H:13]1[N:23]1[CH:28]=[C:27]([CH3:29])[C:26](=[O:30])[NH:25][C:24]1=[O:31]. Procedure details: A solution of ((2R,4R)-3-acetoxy-4-fluoro-3,4-dimethyl-5-(5-methyl-2,4-dioxo-3,4-dihydropyrimidin-1(2H)-yl)-tetrahydrofuran-2-yl)methyl benzoate (about 0.11 g, 0.29 mmol) in methanolic ammonia (25% w/w 10 ml) was stirred at room temperature for overnight. Completion of the reaction mixture monitored by thin-layer chromatography and methanol was removed under reduced pressure. Water added to the crude and extracted with ethyl acetate and the organic layer was dried over sodium sulphate. Concentra...